From a dataset of the Open Reaction Database (ORD), a public repository of structured organic reaction records. describe an organic reaction: reactants, conditions, products, and yield Starting materials: CO, [Cl-], Cn1nncc1C(=O)c1cc(Cl)ccc1[N+](=O)[O-], Cl, O. The product is Cn1nncc1C(=O)c1cc(Cl)ccc1N. Reaction SMILES: [CH3:22][OH:23].[Cl-:21].[Cl:1][c:2]1[cH:3][cH:4][c:5]([N+:16]([O-:17])=[O:18])[c:6]([C:8](=[O:9])[c:10]2[n:11]([CH3:15])[n:12][n:13][cH:14]2)[cH:7]1.[ClH:19].[OH2:20]>>[Cl:1][c:2]1[cH:3][cH:4][c:5]([NH2:16])[c:6]([C:8](=[O:9])[c:10]2[n:11]([CH3:15])[n:12][n:13][cH:14]2)[cH:7]1. Starting materials: BrCCOC1CCCCO1, O=C([O-])[O-], CCOc1cc(O)c(F)c(C(=Nc2ccc(-c3noc(C)n3)cc2)C(=NC(=O)OC)SC)c1, [K+], [K+], CN(C)C=O, O. The product is CCOc1cc(OCCOC2CCCCO2)c(F)c(C(=Nc2ccc(-c3noc(C)n3)cc2)C(=NC(=O)OC)SC)c1. Reaction SMILES: [Br:45][CH2:46][CH2:47][O:48][CH:49]1[O:50][CH2:51][CH2:52][CH2:53][CH2:54]1.[C:39](=[O:40])([O-:41])[O-:42].[CH3:6][O:7][C:8]([N:9]=[C:10]([C:11](=[N:12][c:13]1[cH:14][cH:15][c:16](-[c:19]2[n:20][o:21][c:22]([CH3:24])[n:23]2)[cH:17][cH:18]1)[c:25]1[c:26]([F:35])[c:27]([OH:34])[cH:28][c:29]([O:31][CH2:32][CH3:33])[cH:30]1)[S:36][CH3:37])=[O:38].[K+:43].[K+:44].[O:1]=[CH:2][N:3]([CH3:4])[CH3:5].[OH2:55]>>[CH3:6][O:7][C:8]([N:9]=[C:10]([C:11](=[N:12][c:13]1[cH:14][cH:15][c:16](-[c:19]2[n:20][o:21][c:22]([CH3:24])[n:23]2)[cH:17][cH:18]1)[c:25]1[c:26]([F:35])[c:27]([O:34][CH2:46][CH2:47][O:48][CH:49]2[O:50][CH2:51][CH2:52][CH2:53][CH2:54]2)[cH:28][c:29]([O:31][CH2:32][CH3:33])[cH:30]1)[S:36][CH3:37])=[O:38]. Reactants: C(C1=CC=CC=C1)OC=1C=C2C(CC(OC2=CC1)(C)C)NS(=O)(=O)C (6-benzyloxy-4-(methylsulfonyl)amino-2,2-dimethylchroman), [H-].[Na+] (sodium hydride), COCCBr (2-methoxyethyl bromide). Solvent: CC(=O)N(C)C (DMA). Reaction conditions: temperature 50 celsius, time 30 minute. The product is C(C1=CC=CC=C1)OC=1C=C2C(CC(OC2=CC1)(C)C)N(S(=O)(=O)C)CCOC (N-[6-Benzyloxy-2,2-dimethylchroman-4-yl]-N-(2-methoxyethyl)methanesulfonamide). As a reaction SMILES: [CH2:1]([O:8][C:9]1[CH:10]=[C:11]2[C:16](=[CH:17][CH:18]=1)[O:15][C:14]([CH3:20])([CH3:19])[CH2:13][CH:12]2[NH:21][S:22]([CH3:25])(=[O:24])=[O:23])[C:2]1[CH:7]=[CH:6][CH:5]=[CH:4][CH:3]=1.[H-].[Na+].[CH3:28][O:29][CH2:30][CH2:31]Br>CC(N(C)C)=O>[CH2:1]([O:8][C:9]1[CH:10]=[C:11]2[C:16](=[CH:17][CH:18]=1)[O:15][C:14]([CH3:20])([CH3:19])[CH2:13][CH:12]2[N:21]([CH2:31][CH2:30][O:29][CH3:28])[S:22]([CH3:25])(=[O:23])=[O:24])[C:2]1[CH:3]=[CH:4][CH:5]=[CH:6][CH:7]=1 |f:1.2|. Procedure details: 8.9 g (25 mmol) of 6-benzyloxy-4-(methylsulfonyl)amino-2,2-dimethylchroman (Example 1e) were introduced in portions at 10° C. into a suspension of 0.54 g (30 mmol) of sodium hydride (60% dispersion) in 80 ml of DMA. After stirring at 50° C. for 30 min, 2.2 ml (22 mmol) of 2-methoxyethyl bromide were added dropwise at RT. The mixture was then heated to 110° C. for 1 h, concentrated in vac., the residue was treated with water and aqueous hydrochloric acid, the resinous product was taken up with EA... Starting materials: CCCC[N+](CCCC)(CCCC)CCCC, COc1ccc(-c2cc3nc(Oc4ccc(C)c(C(=O)O)c4)n(COCC[Si](C)(C)C)c3cc2Cl)c(F)c1, [F-], C1COCCO1. As a reaction SMILES: [CH2:2]([N+:3]([CH2:4][CH2:5][CH2:6][CH3:7])([CH2:8][CH2:9][CH2:10][CH3:11])[CH2:12][CH2:13][CH2:14][CH3:15])[CH2:16][CH2:17][CH3:18].[Cl:19][c:20]1[c:21](-[c:48]2[c:49]([F:56])[cH:50][c:51]([O:54][CH3:55])[cH:52][cH:53]2)[cH:22][c:23]2[c:24]([n:25]([CH2:39][O:40][CH2:41][CH2:42][Si:43]([CH3:44])([CH3:45])[CH3:46])[c:26]([O:28][c:29]3[cH:30][cH:31][c:32]([CH3:38])[c:33]([C:34](=[O:35])[OH:36])[cH:37]3)[n:27]2)[cH:47]1.[F-:1].[O:57]1[CH2:58][CH2:59][O:60][CH2:61][CH2:62]1>>[Cl:19][c:20]1[c:21](-[c:48]2[c:49]([F:56])[cH:50][c:51]([O:54][CH3:55])[cH:52][cH:53]2)[cH:22][c:23]2[c:24]([nH:25][c:26]([O:28][c:29]3[cH:30][cH:31][c:32]([CH3:38])[c:33]([C:34](=[O:35])[OH:36])[cH:37]3)[n:27]2)[cH:47]1. Product: COc1ccc(-c2cc3nc(Oc4ccc(C)c(C(=O)O)c4)[nH]c3cc2Cl)c(F)c1.